describe an organic reaction: reactants, conditions, products, and yield From a dataset of the Open Reaction Database (ORD), a public repository of structured organic reaction records. Starting materials: C(C=C)(=O)Cl (acryloyl chloride), resultant mixture, NC=1C=C2C(=C(C=NC2=CC1OC1COCC1)C#N)NC1=CC(=C(C=C1)OCC1=NC=CC=C1)Cl (6-amino-4-(3-chloro-4-(pyridin-2-yl-methoxy)phenylamino)-7-(tetrahydrofuran-3-yl-oxy)quinolin-3-carbonitrile), N1=CC=CC=C1 (pyridine), C1CCOC1 (THF). Reagents/catalysts: CN(C)C=1C=CN=CC1 (DMAP). Run in C(C)(=O)OCC (ethyl acetate). Run at temperature 0 celsius, time 5 hour. Yields the product ClC=1C=C(C=CC1OCC1=NC=CC=C1)NC1=C(C=NC2=CC(=C(C=C12)NC(C=C)=O)OC1COCC1)C#N (N-(4-(3-CHLORO-4-(PYRIDIN-2-YL-METHOXY)PHENYLAMINO)-3-CYANO-7-(TETRAHYDROFURAN-3-YL-OXY)QUINOLIN-6-YL)ACRYLAMIDE). RXN SMILES: [NH2:1][C:2]1[CH:3]=[C:4]2[C:9](=[CH:10][C:11]=1[O:12][CH:13]1[CH2:17][CH2:16][O:15][CH2:14]1)[N:8]=[CH:7][C:6]([C:18]#[N:19])=[C:5]2[NH:20][C:21]1[CH:26]=[CH:25][C:24]([O:27][CH2:28][C:29]2[CH:34]=[CH:33][CH:32]=[CH:31][N:30]=2)=[C:23]([Cl:35])[CH:22]=1.N1C=CC=CC=1.[CH2:42]1C[O:45][CH2:44][CH2:43]1.C(Cl)(=O)C=C>CN(C1C=CN=CC=1)C.C(OCC)(=O)C>[Cl:35][C:23]1[CH:22]=[C:21]([NH:20][C:5]2[C:4]3[C:9](=[CH:10][C:11]([O:12][CH:13]4[CH2:17][CH2:16][O:15][CH2:14]4)=[C:2]([NH:1][C:44](=[O:45])[CH:43]=[CH2:42])[CH:3]=3)[N:8]=[CH:7][C:6]=2[C:18]#[N:19])[CH:26]=[CH:25][C:24]=1[O:27][CH2:28][C:29]1[CH:34]=[CH:33][CH:32]=[CH:31][N:30]=1. Reported procedure: To a reaction flask were added 6-amino-4-(3-chloro-4-(pyridin-2-yl-methoxy)phenylamino)-7-(tetrahydrofuran-3-yl-oxy)quinolin-3-carbonitrile (100 mg, 0.205 mmol), pyridine (0.3 ml), DMAP (20 mg) and THF (10 ml). The mixture was cooled to the temperature of 0° C. To the mixture was added acryloyl chloride (20 mg, 0.22 mmol). The resultant mixture was stirred for 30 min at the temperature of 0° C. Then the mixture was warmed to the room temperature and stirred for 5 hr. After the reaction finished,... The reactants are COC(=O)c1cc([N+](=O)[O-])c(Cl)c([N+](=O)[O-])c1, C1COCCO1, OCCNCCO. The product is COC(=O)c1cc([N+](=O)[O-])c(N(CCO)CCO)c([N+](=O)[O-])c1. As a reaction SMILES: [Cl:1][c:2]1[c:3]([N+:15](=[O:16])[O-:17])[cH:4][c:5]([C:6](=[O:7])[O:8][CH3:9])[cH:10][c:11]1[N+:12](=[O:13])[O-:14].[O:25]1[CH2:26][CH2:27][O:28][CH2:29][CH2:30]1.[OH:18][CH2:19][CH2:20][NH:21][CH2:22][CH2:23][OH:24]>>[c:2]1([N:21]([CH2:20][CH2:19][OH:18])[CH2:22][CH2:23][OH:24])[c:3]([N+:15](=[O:16])[O-:17])[cH:4][c:5]([C:6](=[O:7])[O:8][CH3:9])[cH:10][c:11]1[N+:12](=[O:13])[O-:14].